From a dataset of the Open Reaction Database (ORD), a public repository of structured organic reaction records. describe an organic reaction: reactants, conditions, products, and yield The reactants are C1(=C(C=CC=C1)C1=CC=C2CC(NC2=C1)=O)C (6-(2-tolyl)-2-indolinone), C(CC)(OCC)(OCC)OCC (triethyl orthopropionate), C(C)(=O)OC(C)=O (acetic anhydride). The product is C(C)(=O)N1C(C(C2=CC=C(C=C12)C1=C(C=CC=C1)C)=C(C1=CC=CC=C1)OCC)=O (1-acetyl-3-(1-ethoxy-1-phenyl-methylidene)-6-(2-tolyl)-2-indolinone). RXN SMILES: [C:1]1([CH3:17])[CH:6]=[CH:5][CH:4]=[CH:3][C:2]=1[C:7]1[CH:15]=[C:14]2[C:10]([CH2:11][C:12](=[O:16])[NH:13]2)=[CH:9][CH:8]=1.[C:18]([O:27][CH2:28][CH3:29])(OCC)(OCC)[CH2:19][CH3:20].C(O[C:34](=[O:36])[CH3:35])(=O)C>>[C:34]([N:13]1[C:14]2[C:10](=[CH:9][CH:8]=[C:7]([C:2]3[CH:3]=[CH:4][CH:5]=[CH:6][C:1]=3[CH3:17])[CH:15]=2)[C:11](=[C:18]([O:27][CH2:28][CH3:29])[C:19]2[CH:20]=[CH:3][CH:2]=[CH:1][CH:6]=2)[C:12]1=[O:16])(=[O:36])[CH3:35]. Reported procedure: Prepared from 6-(2-tolyl)-2-indolinone, triethyl orthopropionate and acetic anhydride Starting materials: S(=O)(=O)(C)Cl (mesyl chloride), Cl.NC=1N=C(N2C1C=CC=C2)C(=O)C2=CC(=C(C=C2)[N+](=O)[O-])OC ((1-aminoimidazo[1,5-a]pyridin-3-yl)(3-methoxy-4-nitrophenyl)methanone hydrochloride). Run in N1=CC=CC=C1 (pyridine), C(C)(C)OC(C)C (isopropyl ether). Run at time 30 minute. Product: COC=1C=C(C(=O)C2=NC(=C3N2C=CC=C3)NS(=O)(=O)C)C=CC1[N+](=O)[O-] (N-[3-(3-Methoxy-4-nitrobenzoyl)imidazo[1,5-a]pyridin-1-yl]methanesulfonamide). Reaction SMILES: [S:1](Cl)([CH3:4])(=[O:3])=[O:2].Cl.[NH2:7][C:8]1[N:9]=[C:10]([C:17]([C:19]2[CH:24]=[CH:23][C:22]([N+:25]([O-:27])=[O:26])=[C:21]([O:28][CH3:29])[CH:20]=2)=[O:18])[N:11]2[CH:16]=[CH:15][CH:14]=[CH:13][C:12]=12>N1C=CC=CC=1.C(OC(C)C)(C)C>[CH3:29][O:28][C:21]1[CH:20]=[C:19]([CH:24]=[CH:23][C:22]=1[N+:25]([O-:27])=[O:26])[C:17]([C:10]1[N:11]2[CH:16]=[CH:15][CH:14]=[CH:13][C:12]2=[C:8]([NH:7][S:1]([CH3:4])(=[O:3])=[O:2])[N:9]=1)=[O:18] |f:1.2|. Procedure: 116 μl (1.49 mmol) of mesyl chloride are added, under a nitrogen atmosphere at a temperature of 5° C., to 0.473 g (1.36 mmol) of (1-aminoimidazo[1,5-a]pyridin-3-yl)(3-methoxy-4-nitrophenyl)methanone hydrochloride obtained in example 76 in 14 ml of pyridine. On completion of the introduction, the mixture is allowed to return to ambient temperature and is stirred for 30 minutes. The reaction medium is poured under 95 ml of 2N hydrochloric acid and extracted with ethyl acetate. The organic phase is... Reactants: NCC(CO)O (3-amino-1,2-propanediol), ( II ), R2—NH—R3, C(CCCCCCCCCCC)NC(=O)N1C=NC=C1 (1-N-(dodecylaminocarbonyl)imidazole). Solvent: CO (methanol). Yields the product OC(CNC(=O)NCCCCCCCCCCCC)CO (1-(2,3-dihydroxypropyl)-3-dodecylurea). Reaction SMILES: [NH2:1][CH2:2][CH:3]([OH:6])[CH2:4][OH:5].[CH2:7]([NH:19][C:20](N1C=CN=C1)=[O:21])[CH2:8][CH2:9][CH2:10][CH2:11][CH2:12][CH2:13][CH2:14][CH2:15][CH2:16][CH2:17][CH3:18]>CO>[OH:6][CH:3]([CH2:4][OH:5])[CH2:2][NH:1][C:20]([NH:19][CH2:7][CH2:8][CH2:9][CH2:10][CH2:11][CH2:12][CH2:13][CH2:14][CH2:15][CH2:16][CH2:17][CH3:18])=[O:21]. Procedure details: The preparation was carried out, according to the same process described in Example 1, from 2.3 g of 3-amino-1,2-propanediol of corresponding formula R2—NH—R3, where R2 denoted H and R3 denoted —CH2—CHOH—CH2OH, and 7 g of 1-N-(dodecylaminocarbonyl)imidazole of corresponding formula (II), where R1 denoted C12H25, in 100 cm3 of methanol. Reactants: C(#N)C=1C(C(=C(NC1C)C)C(=O)OCC)C1=CC=CC=2C(C=C(SC21)C2=CC=CC=C2)=O (Ethyl 5-cyano-1,4-dihydro-2,6-dimethyl-4-(4-oxo-2-phenyl-4H-1-benzothiopyran-8-yl)-3-pyridinecarboxylate), [BH4-].[Na+] (NaBH4), C(C)(C)(C)O (t-butanol). Solvent: CO (MeOH). Conditions: time 8 hour. Product: C(#N)C=1C(C(=C(NC1C)C)C(=O)OCC)C1=CC=CC=2CC=C(SC21)C2=CC=CC=C2 (Ethyl 5-cyano-1,4-dihydro-2,6-dimethyl-4-(2-phenyl-4H-1-benzothiopyran-8-yl)-3-pyridinecarboxylate). Reaction SMILES: [C:1]([C:3]1[CH:4]([C:16]2[C:25]3[S:24][C:23]([C:26]4[CH:31]=[CH:30][CH:29]=[CH:28][CH:27]=4)=[CH:22][C:21](=O)[C:20]=3[CH:19]=[CH:18][CH:17]=2)[C:5]([C:11]([O:13][CH2:14][CH3:15])=[O:12])=[C:6]([CH3:10])[NH:7][C:8]=1[CH3:9])#[N:2].[BH4-].[Na+].C(O)(C)(C)C>CO>[C:1]([C:3]1[CH:4]([C:16]2[C:25]3[S:24][C:23]([C:26]4[CH:27]=[CH:28][CH:29]=[CH:30][CH:31]=4)=[CH:22][CH2:21][C:20]=3[CH:19]=[CH:18][CH:17]=2)[C:5]([C:11]([O:13][CH2:14][CH3:15])=[O:12])=[C:6]([CH3:10])[NH:7][C:8]=1[CH3:9])#[N:2] |f:1.2|. Procedure: 3 mmol of Ethyl 5-cyano-1,4-dihydro-2,6-dimethyl-4-(4-oxo-2-phenyl-4H-1-benzothiopyran-8-yl)-3-pyridinecarboxylate (DE 33 11 005) and 15 mmol of NaBH4 are initially introduced into 10 ml of t-butanol, 1.8 ml of MeOH are added at 60° C. and the mixture is kept at 65° C. for 8 hours. Customary working up gives the title compound. Starting materials: CCO, O=Cc1ccccc1Cl, Cl, N#C[Na], O, NCCc1cccs1. Yields the product N#CC(NCCc1cccs1)c1ccccc1Cl. Reaction SMILES: [CH3:23][CH2:24][OH:25].[Cl:13][c:14]1[c:15]([CH:16]=[O:17])[cH:18][cH:19][cH:20][cH:21]1.[ClH:4].[Na:1][C:2]#[N:3].[OH2:22].[s:5]1[c:6]([CH2:10][CH2:11][NH2:12])[cH:7][cH:8][cH:9]1>>[C:2](#[N:3])[CH:16]([NH:12][CH2:11][CH2:10][c:6]1[s:5][cH:9][cH:8][cH:7]1)[c:15]1[c:14]([Cl:13])[cH:21][cH:20][cH:19][cH:18]1. The reactants are ClC1=CC=C(C=C1)C=1N=C(OC1CCCCCCN1C=NC=C1)N1C(=NC=C1)C (4-(4-chlorophenyl)-5-[6-(1-imidazolyl)hexyl]-2-(2-methyl-1-imidazolyl)oxazole), CS(=O)(=O)OCCCCCCC1=C(N=C(O1)N1C(=NC=C1)C)C1=CC=C(C=C1)Cl (6-[4-(4-chlorophenyl)-2-(2-methyl-1-imidazolyl)-5-oxazolyl]hexyl methansulfonate), N1C=NC=C1 (imidazole), C([O-])([O-])=O.[K+].[K+] (potassium carbonate), Cl.C(C)(=O)OCC (hydrochloric acid ethyl acetate). The solvent is CN(C=O)C (N,N-dimethylformamide), O (Water), CO (methanol). Run at temperature 92.5 celsius, time 2 hour. Product: O.Cl.Cl.ClC1=CC=C(C=C1)C=1N=C(OC1CCCCCCN1C=NC=C1)N1C(=NC=C1)C.ClC1=CC=C(C=C1)C=1N=C(OC1CCCCCCN1C=NC=C1)N1C(=NC=C1)C.Cl.Cl (4-(4-chlorophenyl)-5-[6-(1-imidazolyl)hexyl]-2-(2-methyl-1-imidazolyl)oxazole dihydrochloride hemihydrate). Isolated yield 49.0%. Reaction SMILES: CS(OCCCCCCC1OC(N2C=CN=C2C)=NC=1C1C=CC([Cl:29])=CC=1)(=O)=[O:3].N1C=CN=C1.C(=O)([O-])[O-].[K+].[K+].[Cl:41][C:42]1[CH:47]=[CH:46][C:45]([C:48]2[N:49]=[C:50]([N:64]3[CH:68]=[CH:67][N:66]=[C:65]3[CH3:69])[O:51][C:52]=2[CH2:53][CH2:54][CH2:55][CH2:56][CH2:57][CH2:58][N:59]2[CH:63]=[CH:62][N:61]=[CH:60]2)=[CH:44][CH:43]=1.[ClH:70].C(OCC)(=O)C>CO.O.CN(C)C=O>[OH2:3].[ClH:29].[ClH:41].[Cl:41][C:42]1[CH:47]=[CH:46][C:45]([C:48]2[N:49]=[C:50]([N:64]3[CH:68]=[CH:67][N:66]=[C:65]3[CH3:69])[O:51][C:52]=2[CH2:53][CH2:54][CH2:55][CH2:56][CH2:57][CH2:58][N:59]2[CH:63]=[CH:62][N:61]=[CH:60]2)=[CH:44][CH:43]=1.[Cl:41][C:42]1[CH:47]=[CH:46][C:45]([C:48]2[N:49]=[C:50]([N:64]3[CH:68]=[CH:67][N:66]=[C:65]3[CH3:69])[O:51][C:52]=2[CH2:53][CH2:54][CH2:55][CH2:56][CH2:57][CH2:58][N:59]2[CH:63]=[CH:62][N:61]=[CH:60]2)=[CH:44][CH:43]=1.[ClH:70].[ClH:29] |f:2.3.4,6.7,11.12.13.14.15.16.17|. Procedure: A mixture of 6-[4-(4-chlorophenyl)-2-(2-methyl-1-imidazolyl)-5-oxazolyl]hexyl methansulfonate(2.11 g), imidazole(660 mg), potassium carbonate(1.33 g) and N,N-dimethylformamide(40 ml) was stirred for 2 hours at 90-95° C. Water was added to the reaction mixture. The resulting mixture was extracted with ethyl acetate. The ethyl acetate layer was washed with water, and dried(MgSO4). The residue obtained by evaporating the solvent was subjected to silica gel column chromatography. From the fraction e... Starting materials: NC1=C2N=CN(C2=NC(=N1)OCC)CC1=CC=CC=C1 (6-Amino-9-benzyl-2-ethoxypurine), BrBr (bromine), S(=S)(=O)([O-])[O-].[Na+].[Na+] (sodium thiosulfate). The solvent is C(Cl)Cl (methylene chloride). Conditions: time 5 hour. Yields the product NC1=C2N=C(N(C2=NC(=N1)OCC)CC1=CC=CC=C1)Br (6-Amino-9-benzyl-8-bromo-2-ethoxypurine). Yield: 23.0%. As a reaction SMILES: [NH2:1][C:2]1[N:10]=[C:9]([O:11][CH2:12][CH3:13])[N:8]=[C:7]2[C:3]=1[N:4]=[CH:5][N:6]2[CH2:14][C:15]1[CH:20]=[CH:19][CH:18]=[CH:17][CH:16]=1.[Br:21]Br.S([O-])([O-])(=O)=S.[Na+].[Na+]>C(Cl)Cl>[NH2:1][C:2]1[N:10]=[C:9]([O:11][CH2:12][CH3:13])[N:8]=[C:7]2[C:3]=1[N:4]=[C:5]([Br:21])[N:6]2[CH2:14][C:15]1[CH:20]=[CH:19][CH:18]=[CH:17][CH:16]=1 |f:2.3.4|. Reported procedure: 6-Amino-9-benzyl-2-ethoxypurine (143 mg, 0.53 mmol) and bromine (0.5 ml) were dissolved in 50 ml of methylene chloride and the solution was stirred at room temperature for 5 hours. Aqueous sodium thiosulfate was added to the reaction mixture. The organic layer was separated and dried on sodium sulfate, filtered and evaporated in vacuo to dryness. The residue was purified with silica gel chromatography (1% methanol/chloroform) to give the subject compound (42 mg, yield 23%). RXN SMILES: [CH2:30]([OH:31])[CH2:32][CH2:33][CH3:34].[CH3:9][O:10][c:11]1[cH:12][c:13]2[c:18]([cH:19][cH:20]1)[NH:17][CH2:16][CH2:15][CH2:14]2.[CH:21]([N:22]([CH:23]([CH3:24])[CH3:25])[CH2:26][CH3:27])([CH3:28])[CH3:29].[Cl:1][c:2]1[n:3][cH:4][cH:5][c:6]([Cl:8])[n:7]1>>[Cl:1][c:2]1[n:3][cH:4][cH:5][c:6]([N:17]2[CH2:16][CH2:15][CH2:14][c:13]3[cH:12][c:11]([O:10][CH3:9])[cH:20][cH:19][c:18]32)[n:7]1. Product: COc1ccc2c(c1)CCCN2c1ccnc(Cl)n1. The reactants are CCCCO, COc1ccc2c(c1)CCCN2, CCN(C(C)C)C(C)C, Clc1ccnc(Cl)n1. Starting materials: C(NN)(=O)OCC (ethyl carbazate), ClC=1N=NC(=C(C1)C)C1=CC=C(C=C1)C#N (3-chloro-5-methyl-6-(p-cyanophenyl)pyridazine). Run in C(CCC)O (butanol). Product: CC1=CC=2N(N=C1C1=CC=C(C#N)C=C1)C(NN2)=O (p-(2,3-Dihydro-7-methyl-3-oxo-1,2,4-triazolo[4,3-b]pyridazin-6-yl)-benzonitrile). RXN SMILES: [C:1]([O:5]CC)(=O)[NH:2][NH2:3].Cl[C:9]1[N:10]=[N:11][C:12]([C:16]2[CH:21]=[CH:20][C:19]([C:22]#[N:23])=[CH:18][CH:17]=2)=[C:13]([CH3:15])[CH:14]=1>C(O)CCC>[CH3:15][C:13]1[C:12]([C:16]2[CH:21]=[CH:20][C:19]([C:22]#[N:23])=[CH:18][CH:17]=2)=[N:11][N:10]2[C:1](=[O:5])[NH:2][N:3]=[C:9]2[CH:14]=1. Procedure: A 12.6 g. portion of ethyl carbazate is dissolved in 300 ml. of butanol. A 13.77 g. portion of 3-chloro-5-methyl-6-(p-cyanophenyl)pyridazine is added and the mixture is stirred at reflux for 18 hours. The mixture is cooled in ice and the solid is recovered by filtration and air dried, giving 6.3 g. of the desired product as a cream colored solid, m.p.>300° C. Starting materials: CCOC(C)=O, [Cl-], O=C(O)Cc1c(Cl)ccc([N+](=O)[O-])c1Cl, ClCCl, Nc1ccccc1C=O, O=S(Cl)Cl. Yields the product O=Cc1ccccc1NC(=O)Cc1c(Cl)ccc([N+](=O)[O-])c1Cl. As a reaction SMILES: [CH3:33][CH2:34][O:35][C:36]([CH3:37])=[O:38].[Cl-:16].[Cl:1][c:2]1[c:3]([CH2:12][C:13](=[O:14])[OH:15])[c:4]([Cl:11])[cH:5][cH:6][c:7]1[N+:8](=[O:9])[O-:10].[Cl:30][CH2:31][Cl:32].[NH2:17][c:18]1[c:19]([CH:20]=[O:21])[cH:22][cH:23][cH:24][cH:25]1.[S:26]([Cl:27])([Cl:28])=[O:29]>>[Cl:1][c:2]1[c:3]([CH2:12][C:13](=[O:15])[NH:17][c:18]2[c:19]([CH:20]=[O:21])[cH:22][cH:23][cH:24][cH:25]2)[c:4]([Cl:11])[cH:5][cH:6][c:7]1[N+:8](=[O:9])[O-:10].